This data is from the Open Reaction Database (ORD), a public repository of structured organic reaction records. The task is: describe an organic reaction: reactants, conditions, products, and yield As a reaction SMILES: [CH3:1][NH:2][CH2:3][c:4]1[n:5][c:6]2[cH:7][cH:8][cH:9][cH:10][c:11]2[cH:12][cH:13]1.[CH3:28][C:29]#[N:30].[N+:14](=[O:15])([O-:16])[c:17]1[cH:18][cH:19][c:20]([O:21][CH2:22][CH:23]2[O:24][CH2:25]2)[cH:26][cH:27]1>>[CH3:1][N:2]([CH2:3][c:4]1[n:5][c:6]2[cH:7][cH:8][cH:9][cH:10][c:11]2[cH:12][cH:13]1)[CH2:25][CH:23]([CH2:22][O:21][c:20]1[cH:19][cH:18][c:17]([N+:14](=[O:15])[O-:16])[cH:27][cH:26]1)[OH:24]. The reactants are CNCc1ccc2ccccc2n1, CC#N, O=[N+]([O-])c1ccc(OCC2CO2)cc1. The product is CN(Cc1ccc2ccccc2n1)CC(O)COc1ccc([N+](=O)[O-])cc1. Starting materials: ClC=1C=C2C(C(=COC2=CC1O)C1=C(C=CC=C1)OC)=O (6-Chloro-7-hydroxy-3-(2-methoxy-phenyl)-chromen-4-one), O.NN (hydrazine hydrate). Run in C(C)O (ethanol). Yields the product ClC1=C(C=C(C(=C1)C1=NNC=C1C1=C(C=CC=C1)OC)O)O (4-chloro-6-[4-(2-methoxy-phenyl)-1H-pyrazol-3-yl]-benzene-1,3-diol). Reaction SMILES: [Cl:1][C:2]1[CH:3]=[C:4]2[C:9](=[CH:10][C:11]=1[OH:12])[O:8][CH:7]=[C:6]([C:13]1[CH:18]=[CH:17][CH:16]=[CH:15][C:14]=1[O:19][CH3:20])[C:5]2=O.O.[NH2:23][NH2:24]>C(O)C>[Cl:1][C:2]1[CH:3]=[C:4]([C:5]2[C:6]([C:13]3[CH:18]=[CH:17][CH:16]=[CH:15][C:14]=3[O:19][CH3:20])=[CH:7][NH:24][N:23]=2)[C:9]([OH:8])=[CH:10][C:11]=1[OH:12] |f:1.2|. Procedure details: This compounds was synthesised in the same manner as described above. 6-Chloro-7-hydroxy-3-(2-methoxy-phenyl)-chromen-4-one (2.0 g, 6.6 mmol), hydrazine hydrate (5 ml), ethanol (10 ml). The quenched solution was extracted into ethyl acetate, washed (water), dried (MgSO4), and the solvent removed under vacuum to give 4-chloro-6-[4-(2-methoxy-phenyl)-1H-pyrazol-3-yl]-benzene-1,3-diol as a white solid. Rf 0.8 ethyl acetate/hexane (70/30). The reactants are [H-].[Na+] (Sodium hydride), BrCC(=O)OC(C)(C)C (tert-butyl bromoacetate), S1CCC(CC1)N1C(NC2=C1C=CC=C2)=O (1-Tetrahydro-2H-thiopyran-4-yl-1,3-dihydro-2H-benzimidazol-2-one). Solvent: CN(C)C=O (DMF). Reaction conditions: time 1 hour. Yields the product O=C1N(C2=C(N1CC(=O)OC(C)(C)C)C=CC=C2)C2CCSCC2 (tert-Butyl (2-oxo-3-tetrahydro-2H-thiopyran-4-yl-2,3-dihydro-1H-benzimidazol-1-yl)acetate). Reaction SMILES: [H-].[Na+].Br[CH2:4][C:5]([O:7][C:8]([CH3:11])([CH3:10])[CH3:9])=[O:6].[S:12]1[CH2:17][CH2:16][CH:15]([N:18]2[C:22]3[CH:23]=[CH:24][CH:25]=[CH:26][C:21]=3[NH:20][C:19]2=[O:27])[CH2:14][CH2:13]1>CN(C=O)C>[O:27]=[C:19]1[N:20]([CH2:4][C:5]([O:7][C:8]([CH3:11])([CH3:10])[CH3:9])=[O:6])[C:21]2[CH:26]=[CH:25][CH:24]=[CH:23][C:22]=2[N:18]1[CH:15]1[CH2:16][CH2:17][S:12][CH2:13][CH2:14]1 |f:0.1|. Reported procedure: Sodium hydride (68.3 mg of a 60% dispersion in mineral oil, 1.71 mmol) followed by tert-butyl bromoacetate (0.189 mL, 1.28 mmol) was added to a solution of 1-tetrahydro-2H-thiopyran-4-yl-1,3-dihydro-2H-benzimidazol-2-one from Step B (200 mg, 0.854 mmol) in DMF (5 mL). After 1 h, the reaction was quenched with H2O (10 mL) and extracted with CH2Cl2 (10 mL). The organic layer was washed with saturated NaHCO3 (5 mL), dried over MgSO4, filtered, and concentrated in vacuo. Purification by silica gel c... Reactants: C(C)(=O)Cl (acetylchloride), NC1=NC=CC=C1OCC1=CC=CC=C1 (2-amino-3-benzyloxypyridine), CC(CC(C)(C)C)(C)[N+]#[C-] (1,1,3,3-tetramethylbutylisonitrile), C(C)=O (acetaldehyde). Solvent: Cl(=O)(=O)(=O)O (perchloric acid). Yields the product [Cl-].C(C)(=O)[N+]=1C(=C(N2C1C(=CC=C2)OCC2=CC=CC=C2)NC(CC(C)(C)C)(C)C)C (1-acetyl-8-benzyloxy-2-methyl-3-(1,1,3,3-tetramethylbutylamino)imidazo[1,2-a]pyridin-1-ium chloride). Reaction SMILES: [NH2:1][C:2]1[C:7]([O:8][CH2:9][C:10]2[CH:15]=[CH:14][CH:13]=[CH:12][CH:11]=2)=[CH:6][CH:5]=[CH:4][N:3]=1.[CH3:16][C:17]([N+:24]#[C-:25])([CH3:23])[CH2:18][C:19]([CH3:22])([CH3:21])[CH3:20].[CH:26](=[O:28])[CH3:27].[C:29]([Cl:32])(=O)[CH3:30]>Cl(O)(=O)(=O)=O>[Cl-:32].[C:26]([N+:1]1[C:29]([CH3:30])=[C:25]([NH:24][C:17]([CH3:23])([CH3:16])[CH2:18][C:19]([CH3:22])([CH3:21])[CH3:20])[N:3]2[CH:4]=[CH:5][CH:6]=[C:7]([O:8][CH2:9][C:10]3[CH:11]=[CH:12][CH:13]=[CH:14][CH:15]=3)[C:2]=12)(=[O:28])[CH3:27] |f:5.6|. Procedure: Example 9 was carried out in accordance with the general directions for synthesis in process step a) from 1.0 ml (0.1 mmol) 2-amino-3-benzyloxypyridine (0.1 M, DCM), 0.575 ml (0.115 mmol) 1,1,3,3-tetramethylbutylisonitrile solution (0.2 M, DCM), 0.500 ml (0.15 mmol) acetaldehyde solution (0.3 M, DCM) and 10 μl perchloric acid (w=20%) and in process step c) and d) by reacting the resultant reaction product with 0.4 mmol acetylchloride. The reactants are CCCCCCCCCCCc1noc(-c2ccc(CN)cc2)n1, O=Cc1cccc(Cl)c1. The product is CCCCCCCCCCCc1noc(-c2ccc(CNCc3cccc(Cl)c3)cc2)n1. Reaction SMILES: [CH2:1]([CH2:2][CH2:3][CH2:4][CH2:5][CH2:6][CH2:7][CH2:8][CH2:9][CH2:10][CH3:11])[c:12]1[n:13][o:14][c:15](-[c:17]2[cH:18][cH:19][c:20]([CH2:23][NH2:24])[cH:21][cH:22]2)[n:16]1.[Cl:25][c:26]1[cH:27][c:28]([CH:29]=[O:30])[cH:31][cH:32][cH:33]1>>[CH2:1]([CH2:2][CH2:3][CH2:4][CH2:5][CH2:6][CH2:7][CH2:8][CH2:9][CH2:10][CH3:11])[c:12]1[n:13][o:14][c:15](-[c:17]2[cH:18][cH:19][c:20]([CH2:23][NH:24][CH2:29][c:28]3[cH:27][c:26]([Cl:25])[cH:33][cH:32][cH:31]3)[cH:21][cH:22]2)[n:16]1.